Task: describe an organic reaction: reactants, conditions, products, and yield. Dataset: the Open Reaction Database (ORD), a public repository of structured organic reaction records The reactants are ClC=1N=C(C2=C(N1)C(=CS2)C)Cl (2,4-dichloro-7-methylthieno[3,2-d]pyrimidine), C(CCCCCC)N (heptylamine), ice water. The solvent is CN(C)C=O (DMF). Run at temperature 0 celsius, time 1 hour. Product: ClC=1N=C(C2=C(N1)C(=CS2)C)NCCCCCCC (2-Chloro-4-heptylamino-7-methylthieno[3,2-d]pyrimidine). Isolated yield 104.9%. RXN SMILES: [Cl:1][C:2]1[N:3]=[C:4](Cl)[C:5]2[S:10][CH:9]=[C:8]([CH3:11])[C:6]=2[N:7]=1.[CH2:13]([NH2:20])[CH2:14][CH2:15][CH2:16][CH2:17][CH2:18][CH3:19]>CN(C=O)C>[Cl:1][C:2]1[N:3]=[C:4]([NH:20][CH2:13][CH2:14][CH2:15][CH2:16][CH2:17][CH2:18][CH3:19])[C:5]2[S:10][CH:9]=[C:8]([CH3:11])[C:6]=2[N:7]=1. Procedure details: In DMF was dissolved 700 mg (3.2 mmol) of 2,4-dichloro-7-methylthieno[3,2-d]pyrimidine, and then an aqueous solution of 1.07 g (7.5 mmol) of heptylamine was added dropwise to the resulting solution under ice cooling over 5 minutes. The reaction mixture was stirred at 0° C. for one hour and then allowed to resume room temperature, followed by stirring for one hour. After completion of the reaction, ice water was added to the reaction mixture, followed by extraction with ethyl acetate (50 ml×3). A...